From a dataset of the Open Reaction Database (ORD), a public repository of structured organic reaction records. describe an organic reaction: reactants, conditions, products, and yield Starting materials: C1=CC(=CC=C1O)Br (p-bromophenol), OC1=CC=C(C=C1)C1=CC=C(C=C1)O (4,4'-dihydroxybiphenyl), aromatic compounds, biphenyls, BrC1=CC=C(C=C1)OC (p-bromoanisole). The product is COC1=CC=C(C=C1)C1=CC=C(C=C1)OC (4,4'-dimethoxybiphenyl), BrC1=C(C(=O)O)C=CC=C1 (bromobenzoic acid). Yield: 35.0%. As a reaction SMILES: [CH:1]1[C:6]([OH:7])=[CH:5][CH:4]=[C:3]([Br:8])[CH:2]=1.O[C:10]1C=CC(C2C=C[C:19]([OH:22])=CC=2)=CC=1.Br[C:24]1[CH:29]=[CH:28][C:27]([O:30][CH3:31])=[CH:26][CH:25]=1>>[CH3:10][O:7][C:6]1[CH:5]=[CH:4][C:3]([C:24]2[CH:29]=[CH:28][C:27]([O:30][CH3:31])=[CH:26][CH:25]=2)=[CH:2][CH:1]=1.[Br:8][C:3]1[CH:4]=[CH:5][CH:6]=[CH:1][C:2]=1[C:19]([OH:22])=[O:30]. Procedure details: However, Busch et al. found that with aromatic compounds containing polar substituents, the selectivity to biphenyls was much lower. For example, p-bromophenol gave ca. 13.4% 4,4'-dihydroxybiphenyl, p-bromoanisole gave ca. 35% 4,4'-dimethoxybiphenyl, bromobenzoic acid gave 40% 4,4'-biphenyldicarboxylic acid and 3-bromobenzoic acid gave 56.5% 3,3'-biphenyldicarboxylic acid. The reactants are BrC=1C=C2C=NN(C2=CC1F)C (5-bromo-6-fluoro-1-methyl-1H-indazole), [Li]CCCC (n-BuLi), ClC=1C=CC=2N(N1)C(=CN2)C(C)=O (1-(6-chloroimidazo[1,2-b]pyridazin-3-yl)ethanone). Run in C1CCOC1 (THF), C1CCOC1 (THF). Reaction conditions: temperature -100 celsius, time 1 hour. Yields the product ClC=1C=CC=2N(N1)C(=CN2)C(C)(O)C=2C=C1C=NN(C1=CC2F)C (1-(6-Chloroimidazo[1,2-b]pyridazin-3-yl)-1-(6-fluoro-1-methyl-1H-indazol-5-yl)ethanol). The yield is 34.0%. RXN SMILES: Br[C:2]1[CH:3]=[C:4]2[C:8](=[CH:9][C:10]=1[F:11])[N:7]([CH3:12])[N:6]=[CH:5]2.[Li]CCCC.[Cl:18][C:19]1[CH:20]=[CH:21][C:22]2[N:23]([C:25]([C:28](=[O:30])[CH3:29])=[CH:26][N:27]=2)[N:24]=1>C1COCC1>[Cl:18][C:19]1[CH:20]=[CH:21][C:22]2[N:23]([C:25]([C:28]([C:2]3[CH:3]=[C:4]4[C:8](=[CH:9][C:10]=3[F:11])[N:7]([CH3:12])[N:6]=[CH:5]4)([OH:30])[CH3:29])=[CH:26][N:27]=2)[N:24]=1. Procedure details: To a solution of 5-bromo-6-fluoro-1-methyl-1H-indazole (1.800 g, 7.86 mmol) in THF (79 ml) at −100° C., was added n-BuLi (5.40 ml, 8.64 mmol) dropwise. After stirring for 1 h at −100° C., 1-(6-chloroimidazo[1,2-b]pyridazin-3-yl)ethanone (1.691 g, 8.64 mmol) in THF (20 mL) was added dropwise. The reaction solution was stirred for additional 2 h and was quenched with NH4Cl (aq). The resulting mixture was extracted with EtOAc. Combined organic layers were washed with NH4Cl(aq), dried over Na2SO4 an... The reactants are BrC=1C=C(C(=C(N)C1)OC)C(C)(C)C (5-Bromo-3-(tert-butyl)-2-methoxyaniline), Cl.ClCCNCCCl (bis(2-chloroethyl)amine hydrogenchloride), C([O-])([O-])=O.[K+].[K+] (potassium carbonate), O (water). The solvent is ClC1=C(C=CC=C1)Cl (1,2-dichlorobenzene). Reaction conditions: temperature 200 celsius, time 22 hour. The product is BrC=1C=C(C(=C(C1)N1CCNCC1)OC)C(C)(C)C (1-(5-bromo-3-(tert-butyl)-2-methoxyphenyl]piperazine). Yield: 116.7%. RXN SMILES: [Br:1][C:2]1[CH:3]=[C:4]([C:11]([CH3:14])([CH3:13])[CH3:12])[C:5]([O:9][CH3:10])=[C:6]([CH:8]=1)[NH2:7].Cl.Cl[CH2:17][CH2:18][NH:19][CH2:20][CH2:21]Cl.C(=O)([O-])[O-].[K+].[K+].O>ClC1C=CC=CC=1Cl>[Br:1][C:2]1[CH:3]=[C:4]([C:11]([CH3:14])([CH3:13])[CH3:12])[C:5]([O:9][CH3:10])=[C:6]([N:7]2[CH2:21][CH2:20][NH:19][CH2:18][CH2:17]2)[CH:8]=1 |f:1.2,3.4.5|. Procedure: 5-Bromo-3-(tert-butyl)-2-methoxyaniline (311 g) and bis(2-chloroethyl)amine hydrogenchloride (251 g) were suspended in 4 L of 1,2-dichlorobenzene, and the mixture was vigorously stirred for 22 hours at an external temperature of 200° C. The mixture was cooled to room temperature, and then potassium carbonate (620 g) and water were added and extraction was performed with methylene chloride (6 L). After drying over magnesium sulfate, the solvent was distilled off under reduced pressure to yield a ... The reactants are FC1=C(C=CC(=C1)F)N1C=C(C(C2=CC(=C(C(=C12)F)F)F)=O)C(=O)O (1-(2,4-difluorophenyl)-6,7,8-trifluoro-1,4-dihydro-4-oxoquinoline-3-carboxylic acid), C(=O)NCCC1CNCCO1 (2-(2formylaminoethyl)morpholine). The product is FC1=C(C=CC(=C1)F)N1C=C(C(C2=CC(=C(C(=C12)F)N1CC(OCC1)CCNC=O)F)=O)C(=O)O (1-(2,4-difluorophenyl)-6,8-difluoro-7-[2-(2-formylaminoethyl)morpholino]-1,4-dihydro-4-oxoquinoline-3-carboxylic acid). RXN SMILES: [F:1][C:2]1[CH:7]=[C:6]([F:8])[CH:5]=[CH:4][C:3]=1[N:9]1[C:18]2[C:13](=[CH:14][C:15]([F:21])=[C:16](F)[C:17]=2[F:19])[C:12](=[O:22])[C:11]([C:23]([OH:25])=[O:24])=[CH:10]1.[CH:26]([NH:28][CH2:29][CH2:30][CH:31]1[O:36][CH2:35][CH2:34][NH:33][CH2:32]1)=[O:27]>>[F:19][C:17]1[CH:16]=[C:15]([F:21])[CH:14]=[CH:13][C:18]=1[N:9]1[C:3]2[C:4](=[CH:5][C:6]([F:8])=[C:7]([N:33]3[CH2:34][CH2:35][O:36][CH:31]([CH2:30][CH2:29][NH:28][CH:26]=[O:27])[CH2:32]3)[C:2]=2[F:1])[C:12](=[O:22])[C:11]([C:23]([OH:25])=[O:24])=[CH:10]1. Procedure: By the use of 1-(2,4-difluorophenyl)-6,7,8-trifluoro-1,4-dihydro-4-oxoquinoline-3-carboxylic acid and 2-(2formylaminoethyl)morpholine, the reaction is similarly carried out as Example 26 to give 1-(2,4-difluorophenyl)-6,8-difluoro-7-[2-(2-formylaminoethyl)morpholino]-1,4-dihydro-4-oxoquinoline-3-carboxylic acid. The reactants are Cl.NC(C(=O)N1CCC(CC1)C1=CC=C(C=C1)Cl)C(C)(C)C (2-amino-1-(4-(4-chlorophenyl)piperidin-1-yl)-3,3-dimethylbutan-1-one hydrochloride), C=1C=CC2=C(C1)N=NN2O (HOBt), C(C1=CC=CC=C1)(=O)O (benzoic acid), C(CCl)Cl (EDC). Solvent: CCN(C(C)C)C(C)C (DIEA), CN(C)C=O (DMF), CO (MeOH), CN(C)C=O (DMF). Run at time 15 minute. Yields the product ClC1=CC=C(C=C1)C1CCN(CC1)C(C(C(C)(C)C)NC(C1=CC=CC=C1)=O)=O (N-(1-(4-(4-chlorophenyl)piperidin-1-yl)-3,3-dimethyl-1-oxobutan-2-yl)benzamide). As a reaction SMILES: C1C=CC2N(O)N=NC=2C=1.[C:11]([OH:19])(=O)[C:12]1[CH:17]=[CH:16][CH:15]=[CH:14][CH:13]=1.C(Cl)CCl.Cl.[NH2:25][CH:26]([C:42]([CH3:45])([CH3:44])[CH3:43])[C:27]([N:29]1[CH2:34][CH2:33][CH:32]([C:35]2[CH:40]=[CH:39][C:38]([Cl:41])=[CH:37][CH:36]=2)[CH2:31][CH2:30]1)=[O:28]>CN(C=O)C.CCN(C(C)C)C(C)C.CO>[Cl:41][C:38]1[CH:39]=[CH:40][C:35]([CH:32]2[CH2:31][CH2:30][N:29]([C:27](=[O:28])[CH:26]([NH:25][C:11](=[O:19])[C:12]3[CH:13]=[CH:14][CH:15]=[CH:16][CH:17]=3)[C:42]([CH3:43])([CH3:45])[CH3:44])[CH2:34][CH2:33]2)=[CH:36][CH:37]=1 |f:3.4|. Procedure: A reaction tube was charged with HOBt (13 mg), benzoic acid (9 mg) and EDC (18 mg) in DMF (0.75 mL) and then agitated for 15 min. After this time, a solution of 2-amino-1-(4-(4-chlorophenyl)piperidin-1-yl)-3,3-dimethylbutan-1-one hydrochloride (21 mg) in DIEA (65 μL) and DMF (185 μL) was added to the tube and the reaction mixture was shaken overnight at rt. At the conclusion of this period, the resulting solution was diluted with MeOH and purified by preparative LC-MS to provide Example 194. MS ... The reactants are ClC=1N(C(C=2NC(=NC2N1)C=1C=NN(C1)C)=O)CCC (2-Chloro-8-(1-methyl-1H-pyrazol-4-yl)-1-propyl-1,7-dihydro-purin-6-one), COC1=CC=C(C=C1)N (p-anisidine). Solvent: C(CCC)O (1-butanol). Conditions: temperature 22.5 celsius. Yields the product COC1=CC=C(C=C1)NC=1N(C(C=2NC(=NC2N1)C=1C=NN(C1)C)=O)CCC (2-(4-Methoxy-phenylamino)-8-(1-methyl-1H-pyrazol-4-yl)-1-propyl-1,7-dihydro-purin-6-one). Isolated yield 48.4%. Reaction SMILES: Cl[C:2]1[N:3]([CH2:18][CH2:19][CH3:20])[C:4](=[O:17])[C:5]2[NH:6][C:7]([C:11]3[CH:12]=[N:13][N:14]([CH3:16])[CH:15]=3)=[N:8][C:9]=2[N:10]=1.[CH3:21][O:22][C:23]1[CH:28]=[CH:27][C:26]([NH2:29])=[CH:25][CH:24]=1>C(O)CCC>[CH3:21][O:22][C:23]1[CH:28]=[CH:27][C:26]([NH:29][C:2]2[N:3]([CH2:18][CH2:19][CH3:20])[C:4](=[O:17])[C:5]3[NH:6][C:7]([C:11]4[CH:12]=[N:13][N:14]([CH3:16])[CH:15]=4)=[N:8][C:9]=3[N:10]=2)=[CH:25][CH:24]=1. Reported procedure: A mixture of 2-Chloro-8-(1-methyl-1H-pyrazol-4-yl)-1-propyl-1,7-dihydro-purin-6-one (0.1 g, 0.34 mmol), p-anisidine (0.049 g, 0.4 mmol) and 1-butanol (5 ml), were heated at reflux temperature for 20 hours. The reaction mixture was cooled to 20-25° C. and evaporated to dryness, then added water (20 ml) to the residue and extracted with ethyl acetate (4×20 ml). The organic layers were mixed and washed with brine (30 ml), dried over Na2SO4 and evaporated to dryness and the crude product was washed ...